Dataset: the Open Reaction Database (ORD), a public repository of structured organic reaction records. Task: describe an organic reaction: reactants, conditions, products, and yield Starting materials: O=C1CCC(=O)N1Br, ClC(Cl)(Cl)Cl, CCOC(=O)c1cnc(C)s1. Product: CCOC(=O)c1cnc(CBr)s1. RXN SMILES: [Br:1][N:2]1[C:3](=[O:4])[CH2:5][CH2:6][C:7]1=[O:8].[C:20]([Cl:21])([Cl:22])([Cl:23])[Cl:24].[CH3:9][c:10]1[s:11][c:12]([C:15](=[O:16])[O:17][CH2:18][CH3:19])[cH:13][n:14]1>>[Br:1][CH2:9][c:10]1[s:11][c:12]([C:15](=[O:16])[O:17][CH2:18][CH3:19])[cH:13][n:14]1.